Dataset: the Open Reaction Database (ORD), a public repository of structured organic reaction records. Task: describe an organic reaction: reactants, conditions, products, and yield Starting materials: CCO, NO, CNC(=O)c1nc(C#N)cnc1N, O. The product is CNC(=O)c1nc(C(=N)NO)cnc1N. As a reaction SMILES: [CH3:16][CH2:17][OH:18].[NH2:14][OH:15].[NH2:1][c:2]1[c:3]([C:10](=[O:11])[NH:12][CH3:13])[n:4][c:5]([C:8]#[N:9])[cH:6][n:7]1.[OH2:19]>>[NH2:1][c:2]1[c:3]([C:10](=[O:11])[NH:12][CH3:13])[n:4][c:5]([C:8](=[NH:9])[NH:14][OH:15])[cH:6][n:7]1. Reactants: CS(=O)[O-].[Na+] (sodium methanesulfinate), BrC1=CC=C2N1CCN(C21CCN(CC1)C(=O)OCC1=CC=CC=C1)C (benzyl 6-bromo-2-methyl-spiro[3,4-dihydropyrrolo[1,2-a]pyrazine-1,4′-piperidine]-1′-carboxylate). The reagents and catalysts are [Cu]I (CuI). Solvent: CS(=O)C (DMSO). Reaction conditions: temperature 90 celsius. The product is CN1CCN2C(=CC=C2S(=O)(=O)C)C12CCN(CC2)C(=O)OCC2=CC=CC=C2 (benzyl 2-methyl-6-methylsulfonyl-spiro[3,4-dihydropyrrolo[1,2-a]pyrazine-1,4′-piperidine]-1′-carboxylate). Isolated yield 52.1%. RXN SMILES: [CH3:1][S:2]([O-:4])=[O:3].[Na+].Br[C:7]1[N:11]2[CH2:12][CH2:13][N:14]([CH3:31])[C:15]3([CH2:20][CH2:19][N:18]([C:21]([O:23][CH2:24][C:25]4[CH:30]=[CH:29][CH:28]=[CH:27][CH:26]=4)=[O:22])[CH2:17][CH2:16]3)[C:10]2=[CH:9][CH:8]=1>[Cu]I.CS(C)=O>[CH3:31][N:14]1[C:15]2([CH2:16][CH2:17][N:18]([C:21]([O:23][CH2:24][C:25]3[CH:30]=[CH:29][CH:28]=[CH:27][CH:26]=3)=[O:22])[CH2:19][CH2:20]2)[C:10]2=[CH:9][CH:8]=[C:7]([S:2]([CH3:1])(=[O:4])=[O:3])[N:11]2[CH2:12][CH2:13]1 |f:0.1|. Procedure details: A mixture of sodium methanesulfinate (293 mg, 2.87 mmol), benzyl 6-bromo-2-methyl-spiro[3,4-dihydropyrrolo[1,2-a]pyrazine-1,4′-piperidine]-1′-carboxylate (1.00 g, 2.39 mmol), CuI (296 mg, 1.55 mmol) and DMSO (5 mL) was heated at 90° C. in a pressure vessel for 20 hours. The mixture was cooled and was partitioned between ether (10 mL) and water (10 mL). The organic layer was separated and the aqueous layer was extracted with ether (3×5 mL). The combined organic layers were washed with brine (2×10... Starting materials: ClC1=NC2=NC=CC=C2C(=C1)C (2-chloro-4-methyl-1,8-naphthyridine), NN (NH2NH2). Product: N(N)C1=NC2=NC=CC=C2C(=C1)C (2-hydrazinyl-4-methyl-1,8-naphthyridine). As a reaction SMILES: Cl[C:2]1[CH:11]=[C:10]([CH3:12])[C:9]2[C:4](=[N:5][CH:6]=[CH:7][CH:8]=2)[N:3]=1.[NH2:13][NH2:14]>>[NH:13]([C:2]1[CH:11]=[C:10]([CH3:12])[C:9]2[C:4](=[N:5][CH:6]=[CH:7][CH:8]=2)[N:3]=1)[NH2:14]. Procedure: A solution of 2-chloro-4-methyl-1,8-naphthyridine (330 mg, 1.8 mmol) in NH2NH2 was refluxed at 130° C. for 2 hours. The reaction mixture was cooled to room temperature, then excess NH2NH2 was removed on the rotary evaporator. The residue was taken up in 20 mL of CH2Cl2. The mixture was washed with saturated NaHCO3 (3×15 mL), brine (1×20 mL), and then dried over MgSO4 and concentrated. The residue was washed with hexane to give 2-hydrazinyl-4-methyl-1,8-naphthyridine. Spectroscopic data: 1H NMR (... Reactants: CC(C(=O)NC1=CC(=CC=C1)C1CCN(CC1)CCCCC(C1=CC=CC=C1)=O)C (2-methyl-N-{3-[1-(5-oxo-5-phenylpentyl)-4-piperidinyl]phenyl}propanamide), Cl.C1(=CC=CC2=CC=CC=C12)NN (1-(1-naphthyl)hydrazine hydrochloride). The product is CC(C(=O)NC1=CC(=CC=C1)C1CCN(CC1)CCCC1=C(NC2=C3C(=CC=C12)C=CC=C3)C3=CC=CC=C3)C (2-METHYL-N-(3-{1-[3-(2-PHENYL-1H-BENZO[G]INDOL-3-YL)PROPYL]-4-PIPERIDINYL}PHENYL)PROPANAMIDE). RXN SMILES: [CH3:1][CH:2]([CH3:30])[C:3]([NH:5][C:6]1[CH:11]=[CH:10][CH:9]=[C:8]([CH:12]2[CH2:17][CH2:16][N:15]([CH2:18][CH2:19][CH2:20][CH2:21][C:22](=O)[C:23]3[CH:28]=[CH:27][CH:26]=[CH:25][CH:24]=3)[CH2:14][CH2:13]2)[CH:7]=1)=[O:4].Cl.[C:32]1([NH:42]N)[C:41]2[C:36](=[CH:37][CH:38]=[CH:39][CH:40]=2)[CH:35]=[CH:34][CH:33]=1>>[CH3:1][CH:2]([CH3:30])[C:3]([NH:5][C:6]1[CH:11]=[CH:10][CH:9]=[C:8]([CH:12]2[CH2:17][CH2:16][N:15]([CH2:18][CH2:19][CH2:20][C:21]3[C:33]4[C:32](=[C:41]5[CH:40]=[CH:39][CH:38]=[CH:37][C:36]5=[CH:35][CH:34]=4)[NH:42][C:22]=3[C:23]3[CH:28]=[CH:27][CH:26]=[CH:25][CH:24]=3)[CH2:14][CH2:13]2)[CH:7]=1)=[O:4] |f:1.2|. Reported procedure: Prepared by Procedure E and Scheme M using 2-methyl-N-{3-[1-(5-oxo-5-phenylpentyl)-4-piperidinyl]phenyl}propanamide and 1-(1-naphthyl)hydrazine hydrochloride: ESMS m/e: 530.2 (M+H)+. The reactants are C(C)(C)(C)OC(=O)N1CCN(CC1)C=1C(=NNC1)C1=C(C=C(C(=C1)Cl)OCC1=CC=CC=C1)OCC1=CC=CC=C1 (4-[3-(2,4-Bis-benzyloxy-5-chloro-phenyl)-1H-pyrazol-4-yl]-piperazine-1-carboxylic acid tert-butyl ester). Reagents/catalysts: [Pd] (palladium on carbon). The solvent is C(C)(=O)OCC (ethyl acetate). Product: C(C)(C)(C)OC(=O)N1CCN(CC1)C=1C(=NNC1)C1=C(C=C(C(=C1)Cl)O)O (4-[3-(5-chloro-2,4-dihydroxy-phenyl)-1H-pyrazol-4-yl]-piperazine-1-carboxylic acid tert-butyl ester). Yield: 45.6%. RXN SMILES: [C:1]([O:5][C:6]([N:8]1[CH2:13][CH2:12][N:11]([C:14]2[C:15]([C:19]3[CH:24]=[C:23]([Cl:25])[C:22]([O:26]CC4C=CC=CC=4)=[CH:21][C:20]=3[O:34]CC3C=CC=CC=3)=[N:16][NH:17][CH:18]=2)[CH2:10][CH2:9]1)=[O:7])([CH3:4])([CH3:3])[CH3:2]>C(OCC)(=O)C.[Pd]>[C:1]([O:5][C:6]([N:8]1[CH2:9][CH2:10][N:11]([C:14]2[C:15]([C:19]3[CH:24]=[C:23]([Cl:25])[C:22]([OH:26])=[CH:21][C:20]=3[OH:34])=[N:16][NH:17][CH:18]=2)[CH2:12][CH2:13]1)=[O:7])([CH3:4])([CH3:2])[CH3:3]. Reported procedure: A solution of 4-[3-(2,4-Bis-benzyloxy-5-chloro-phenyl)-1H-pyrazol-4-yl]-piperazine-1-carboxylic acid tert-butyl ester (230 mg, 0.4 mmol) in ethyl acetate (15 ml) was hydrogenated over 10% palladium on carbon for 1.5 h. The suspension was filtered through celite, washing with dichloromethane:ethanol (1:1). The filtrate was concentrated to leave 4-[3-(5-chloro-2,4-dihydroxy-phenyl)-1H-pyrazol-4-yl]-piperazine-1-carboxylic acid tert-butyl ester (Example 1) as a white solid (72 mg) The reactants are CCCc1c(O)c(C(C)=O)cc(I)c1OCc1ccc(C(=O)OC)cc1, CO, Cl, [Li+], C1CCOC1, [OH-], O, O. The product is CCCc1c(O)c(C(C)=O)cc(I)c1OCc1ccc(C(=O)O)cc1. As a reaction SMILES: [C:1]([CH3:2])(=[O:3])[c:4]1[c:5]([OH:26])[c:6]([CH2:23][CH2:24][CH3:25])[c:7]([O:8][CH2:9][c:10]2[cH:11][cH:12][c:13]([C:14](=[O:15])[O:16][CH3:17])[cH:18][cH:19]2)[c:20]([I:22])[cH:21]1.[CH3:30][OH:31].[ClH:32].[Li+:28].[O:33]1[CH2:34][CH2:35][CH2:36][CH2:37]1.[OH-:27].[OH2:29].[OH2:38]>>[C:1]([CH3:2])(=[O:3])[c:4]1[c:5]([OH:26])[c:6]([CH2:23][CH2:24][CH3:25])[c:7]([O:8][CH2:9][c:10]2[cH:11][cH:12][c:13]([C:14](=[O:15])[OH:16])[cH:18][cH:19]2)[c:20]([I:22])[cH:21]1.